From a dataset of the Open Reaction Database (ORD), a public repository of structured organic reaction records. describe an organic reaction: reactants, conditions, products, and yield Reactants: OCCOCCOC1=CC=C(C(=O)[O-])C=C1 (4-(2-(2-hydroxyethoxy)ethoxy)benzoate), 2d, ClCCOCCO (2-(2-chloro ethoxy)ethanol), OC1=CC=C(C(=O)OC)C=C1 (methyl 4-hydroxybenzoate), C([O-])([O-])=O.[K+].[K+] (potassium carbonate). The solvent is C(C)#N (acetonitrile), C(C)#N (acetonitrile). Product: OCCOCCOCCOC1=CC=C(C(=O)OC)C=C1 (Methyl 4-(2-(2-(2-hydroxyethoxy)ethoxy)ethoxy)benzoate). As a reaction SMILES: [OH:1][CH2:2][CH2:3][O:4][CH2:5][CH2:6][O:7][C:8]1C=CC(C([O-])=O)=C[CH:9]=1.ClCCOCCO.[OH:24][C:25]1[CH:34]=[CH:33][C:28]([C:29]([O:31][CH3:32])=[O:30])=[CH:27][CH:26]=1.C(=O)([O-])[O-].[K+].[K+]>C(#N)C>[OH:1][CH2:2][CH2:3][O:4][CH2:5][CH2:6][O:7][CH2:8][CH2:9][O:24][C:25]1[CH:26]=[CH:27][C:28]([C:29]([O:31][CH3:32])=[O:30])=[CH:33][CH:34]=1 |f:3.4.5|. Reported procedure: These compounds were synthesized by a similar method. The representative synthesis of 4-(2-(2-hydroxyethoxy)ethoxy)benzoate (3) is presented. A solution of 2-(2-chloro ethoxy)ethanol 5.338 grams (0.04 mole) in 50 ml of acetonitrile was added dropwise to a solution of methyl 4-hydroxybenzoate 5.1 grams (0.036 mole) and 23.2 grams (0.168 mole) of powdered anhydrous potassium carbonate in 300 ml of acetonitrile at 80° C. After stirring the reaction mixture under reflux for 12 hours, 250 ml of the a...